From a dataset of the Open Reaction Database (ORD), a public repository of structured organic reaction records. describe an organic reaction: reactants, conditions, products, and yield Reactants: COC1=CC=C(C=C1)C(=C(C=O)C1=NN=NN1C)C1=CC=C(C=C1)OC (3,3-bis(4-methoxyphenyl)-2-(1-methyl-1H-tetrazol-5-yl)propenal), C1(=CC=CC=C1)P(C1=CC=CC=C1)(C1=CC=CC=C1)=CC=O (triphenylphosphoranylidene acetaldehyde), C1=CC=CC=C1 (benzene). The product is COC1=CC=C(C=C1)C(=C(C=CC=O)C1=NN=NN1C)C1=CC=C(C=C1)OC (5,5-Bis-(4-methoxyphenyl)-4-(1-methyl-1H-tetrazol-5yl)-penta-2,4-dienal). Yield: 74.0%. As a reaction SMILES: [CH3:1][O:2][C:3]1[CH:8]=[CH:7][C:6]([C:9]([C:19]2[CH:24]=[CH:23][C:22]([O:25][CH3:26])=[CH:21][CH:20]=2)=[C:10]([C:13]2[N:17]([CH3:18])[N:16]=[N:15][N:14]=2)C=O)=[CH:5][CH:4]=1.C1(P(=[CH:46][CH:47]=[O:48])(C2C=CC=CC=2)C2C=CC=CC=2)C=CC=CC=1.[CH:49]1C=CC=CC=1>>[CH3:26][O:25][C:22]1[CH:23]=[CH:24][C:19]([C:9]([C:6]2[CH:7]=[CH:8][C:3]([O:2][CH3:1])=[CH:4][CH:5]=2)=[C:10]([C:13]2[N:17]([CH3:18])[N:16]=[N:15][N:14]=2)[CH:49]=[CH:46][CH:47]=[O:48])=[CH:20][CH:21]=1. Procedure: A solution of 3,3-bis(4-methoxyphenyl)-2-(1-methyl-1H-tetrazol-5-yl)propenal (1.7 g; 4.86 mmole) in benzene (100 mL) was treated with triphenylphosphoranylidene acetaldehyde (1.55 g; 5.1 mmole) and heated under reflux for 3 hours. The solvent was removed by evaporation and the residue purified by chromatography using 30% EtOAc-hexane as eluent to afford the title compound as a yellow foam (1.35 g; 74%). MS (CI): m/e=377 for (M+H)+ ;